The task is: describe an organic reaction: reactants, conditions, products, and yield. This data is from the Open Reaction Database (ORD), a public repository of structured organic reaction records. Reactants: C1(=CC=CC=C1)P(=O)(C1=CC=CC=C1)OC=1[C@@H]([C@H]2N(C1C(=O)OCC1=CC=C(C=C1)[N+](=O)[O-])C([C@@H]2[C@@H](C)O)=O)C (4-nitrobenzyl (1R,5R,6S)-2-(diphenylphosphoryloxy)-6-[(1R)-1-hydroxyethyl]-1-methyl-1-carbapen-2-em-3-carboxylate), S[C@H]1C[C@@H](N(C1)C(=O)OCC1=CC=C(C=C1)[N+](=O)[O-])\C=C\C(=O)N1C[C@H](CC1)NC(=O)OCC1=CC=C(C=C1)[N+](=O)[O-] ((2R,4S)-4-mercapto-1-(4-nitrobenzyloxycarbonyl)-2-[(3S)-3-(4-nitrobenzyloxycarbonylamino)pyrrolidin-1-ylcarbonyl-(E)-ethenyl]-pyrrolidine). Run in C(C)#N (acetonitrile), C(C)#N (acetonitrile), C(C)(C)N(CC)C(C)C (diisopropylethylamine). Reaction conditions: time 1 day. Yields the product [N+](=O)([O-])C1=CC=C(COC(=O)N2[C@H](C[C@@H](C2)SC=2[C@@H]([C@H]3N(C2C(=O)OCC2=CC=C(C=C2)[N+](=O)[O-])C([C@@H]3[C@@H](C)O)=O)C)\C=C\C(=O)N3C[C@H](CC3)NC(=O)OCC3=CC=C(C=C3)[N+](=O)[O-])C=C1 (4-nitrobenzyl (1R,5S,6S)-2-[(2R,4S)-1-(4-nitrobenzyloxycarbonyl)-2-[(3S)-3-(4-nitrobenzyloxycarbonylamino)pyrrolidin-1-ylcarbonyl-(E)-ethenyl]pyrrolidin-4-ylthio]-6-[(1R)-1-hydroxyethyl]-1-methyl-1-carbapen-2-em-3-carboxylate). The yield is 70.5%. Reaction SMILES: C1(P(O[C:16]2[C@H:17]([CH3:40])[C@@H:18]3[C@@H:35]([C@H:36]([OH:38])[CH3:37])[C:34](=[O:39])[N:19]3[C:20]=2[C:21]([O:23][CH2:24][C:25]2[CH:30]=[CH:29][C:28]([N+:31]([O-:33])=[O:32])=[CH:27][CH:26]=2)=[O:22])(C2C=CC=CC=2)=O)C=CC=CC=1.[SH:41][C@@H:42]1[CH2:46][N:45]([C:47]([O:49][CH2:50][C:51]2[CH:56]=[CH:55][C:54]([N+:57]([O-:59])=[O:58])=[CH:53][CH:52]=2)=[O:48])[C@@H:44](/[CH:60]=[CH:61]/[C:62]([N:64]2[CH2:68][CH2:67][C@H:66]([NH:69][C:70]([O:72][CH2:73][C:74]3[CH:79]=[CH:78][C:77]([N+:80]([O-:82])=[O:81])=[CH:76][CH:75]=3)=[O:71])[CH2:65]2)=[O:63])[CH2:43]1>C(#N)C.C(N(C(C)C)CC)(C)C>[N+:57]([C:54]1[CH:53]=[CH:52][C:51]([CH2:50][O:49][C:47]([N:45]2[CH2:46][C@@H:42]([S:41][C:16]3[C@H:17]([CH3:40])[C@@H:18]4[C@@H:35]([C@H:36]([OH:38])[CH3:37])[C:34](=[O:39])[N:19]4[C:20]=3[C:21]([O:23][CH2:24][C:25]3[CH:30]=[CH:29][C:28]([N+:31]([O-:33])=[O:32])=[CH:27][CH:26]=3)=[O:22])[CH2:43][C@@H:44]2/[CH:60]=[CH:61]/[C:62]([N:64]2[CH2:68][CH2:67][C@H:66]([NH:69][C:70]([O:72][CH2:73][C:74]3[CH:75]=[CH:76][C:77]([N+:80]([O-:82])=[O:81])=[CH:78][CH:79]=3)=[O:71])[CH2:65]2)=[O:63])=[O:48])=[CH:56][CH:55]=1)([O-:59])=[O:58]. Procedure: To a solution of 4-nitrobenzyl (1R,5R,6S)-2-(diphenylphosphoryloxy)-6-[(1R)-1-hydroxyethyl]-1-methyl-1-carbapen-2-em-3-carboxylate (1.01 g) in anhydrous acetonitrile (10 ml), a solution of (2R,4S)-4-mercapto-1-(4-nitrobenzyloxycarbonyl)-2-[(3S)-3-(4-nitrobenzyloxycarbonylamino)pyrrolidin-1-ylcarbonyl-(E)-ethenyl]-pyrrolidine (972 mg) in anhydrous acetonitrile (10 ml) and diisopropylethylamine (0.296 ml) were added under ice cooling. The resulting mixture was allowed to stand at the same temperat... The reactants are S(O)(O)(=O)=O (Sulphuric acid), OC1N(C(C2=CC=CC=C12)=O)C1=CC=CC=C1 (3-hydroxy-2-phenylisoindolin-1-one), OC1=CC(OC2=CC=CC=C12)=O (4-hydroxycoumarin). Solvent: C(C)(=O)O (acetic acid), CN(C=O)C (dimethylformamide). Conditions: temperature 20 celsius, time 15 hour. The product is OC1=C(C(OC2=CC=CC=C12)=O)C1N(C(C2=CC=CC=C12)=O)C1=CC=CC=C1 (3-(4-Hydroxycoumarin-3-yl)-2-phenylisoindolin-1-one). Yield: 85.8%. As a reaction SMILES: S(=O)(=O)(O)O.O[CH:7]1[C:15]2[C:10](=[CH:11][CH:12]=[CH:13][CH:14]=2)[C:9](=[O:16])[N:8]1[C:17]1[CH:22]=[CH:21][CH:20]=[CH:19][CH:18]=1.[OH:23][C:24]1[C:33]2[C:28](=[CH:29][CH:30]=[CH:31][CH:32]=2)[O:27][C:26](=[O:34])[CH:25]=1>C(O)(=O)C.CN(C)C=O>[OH:23][C:24]1[C:33]2[C:28](=[CH:29][CH:30]=[CH:31][CH:32]=2)[O:27][C:26](=[O:34])[C:25]=1[CH:7]1[C:15]2[C:10](=[CH:11][CH:12]=[CH:13][CH:14]=2)[C:9](=[O:16])[N:8]1[C:17]1[CH:22]=[CH:21][CH:20]=[CH:19][CH:18]=1. Procedure details: Sulphuric acid (210 cc) is added dropwise to a suspension of 3-hydroxy-2-phenylisoindolin-1-one (67.5 g) and 4-hydroxycoumarin (97.3 g) in acetic acid (675 cc) whilst maintaining the temperature between 15° and 18° C, and the mixture is stirred for 15 hours at a temperature of about 20° C. The reaction mixture is then run into icewater (3000 cc) and the precipitate is filtered off and washed with water (2500 cc). The filter cake is dried in a stream of air at a temperature of about 20° C. The pr... Reactants: COC1=CC=C(CN2N=C(C=3C2=NC=CC3OC3=C(C=C(C=C3)N)F)N3CCC(CC3)N(C)C)C=C1 (1-(1-(4-methoxybenzyl)-4-(4-amino-2-fluorophenoxy)-1H-pyrazolo[3,4-b]pyridin-3-yl)-N,N-dimethylpiperidin-4-amine), FC1=CC=C(C=C1)N1N=CC=C(C1=O)C(=O)O (2-(4-fluorophenyl)-3-oxo-2,3-dihydropyridazine-4-carboxylic acid), Cl.C(C)N=C=NCCCN(C)C (N1-((ethylimino)methylene)-N3,N3-dimethylpropane-1,3-diamine hydrochloride), N1(N=NC2=C1C=CC=C2)O (1H-benzo[d][1,2,3]triazol-1-ol), C(C)N(C(C)C)C(C)C (N-ethyl-N-isopropylpropan-2-amine). The solvent is CN(C)C=O (DMF). Reaction conditions: time 8 hour. The product is CN(C1CCN(CC1)C1=NN(C2=NC=CC(=C21)OC2=C(C=C(C=C2)NC(=O)C=2C(N(N=CC2)C2=CC=C(C=C2)F)=O)F)CC2=CC=C(C=C2)OC)C (N-(4-(3-(4-(dimethylamino)piperidin-1-yl)-1-(4-methoxybenzyl)-1H-pyrazolo[3,4-b]pyridin-4-yloxy)-3-fluorophenyl)-2-(4-fluorophenyl)-3-oxo-2,3-dihydropyridazine-4-carboxamide). Isolated yield 64.2%. As a reaction SMILES: [CH3:1][O:2][C:3]1[CH:36]=[CH:35][C:6]([CH2:7][N:8]2[C:12]3=[N:13][CH:14]=[CH:15][C:16]([O:17][C:18]4[CH:23]=[CH:22][C:21]([NH2:24])=[CH:20][C:19]=4[F:25])=[C:11]3[C:10]([N:26]3[CH2:31][CH2:30][CH:29]([N:32]([CH3:34])[CH3:33])[CH2:28][CH2:27]3)=[N:9]2)=[CH:5][CH:4]=1.[F:37][C:38]1[CH:43]=[CH:42][C:41]([N:44]2[C:49](=[O:50])[C:48]([C:51](O)=[O:52])=[CH:47][CH:46]=[N:45]2)=[CH:40][CH:39]=1.Cl.C(N=C=NCCCN(C)C)C.N1(O)C2C=CC=CC=2N=N1.C(N(C(C)C)C(C)C)C>CN(C=O)C>[CH3:34][N:32]([CH3:33])[CH:29]1[CH2:30][CH2:31][N:26]([C:10]2[C:11]3[C:12](=[N:13][CH:14]=[CH:15][C:16]=3[O:17][C:18]3[CH:23]=[CH:22][C:21]([NH:24][C:51]([C:48]4[C:49](=[O:50])[N:44]([C:41]5[CH:42]=[CH:43][C:38]([F:37])=[CH:39][CH:40]=5)[N:45]=[CH:46][CH:47]=4)=[O:52])=[CH:20][C:19]=3[F:25])[N:8]([CH2:7][C:6]3[CH:5]=[CH:4][C:3]([O:2][CH3:1])=[CH:36][CH:35]=3)[N:9]=2)[CH2:27][CH2:28]1 |f:2.3|. Procedure: A 100 mL round-bottomed flask was charged with 1-(1-(4-methoxybenzyl)-4-(4-amino-2-fluorophenoxy)-1H-pyrazolo[3,4-b]pyridin-3-yl)-N,N-dimethylpiperidin-4-amine (35.8 mg, 0.07298 mmol), 2-(4-fluorophenyl)-3-oxo-2,3-dihydropyridazine-4-carboxylic acid (25.63 mg, 0.1095 mmol), N1-((ethylimino)methylene)-N3,N3-dimethylpropane-1,3-diamine hydrochloride (69.95 mg, 0.3649 mmol), 1H-benzo[d][1,2,3]triazol-1-ol (49.30 mg, 0.3649 mmol), N-ethyl-N-isopropylpropan-2-amine (47.16 mg, 0.3649 mmol) and DMF (5 ... Reactants: C(#N)C=1C=C(C2=C(N=C(O2)C2=CC=C(C(=O)NCC3(CCN(CC3)C(=O)OC(C)(C)C)C(C)C)C=C2)C1)C(C)C (tert-butyl 4-({[4-(5-cyano-7-isopropyl-1,3-benzoxazol-2-yl)benzoyl]amino}methyl)-4-isopropylpiperidine-1-carboxylate), FC(C(=O)O)(F)F (trifluoroacetic acid), C([O-])([O-])=O.[K+].[K+] (potassium carbonate), ClC1=NC=CC(=N1)C(F)(F)F (2-chloro-4-(trifluoromethyl)pyrimidine). The solvent is ClCCl (dichloromethane), CO (methanol). Reaction conditions: time 8 hour. Yields the product C(#N)C=1C=C(C2=C(N=C(O2)C2=CC=C(C(=O)NCC3(CCN(CC3)C3=NC=CC(=N3)C(F)(F)F)C(C)C)C=C2)C1)C(C)C (4-(5-cyano-7-isopropyl-1,3-benzoxazol-2-yl)-N-({4-isopropyl-1-[4-(trifluoromethyl)pyrimidin-2-yl]piperidin-4-yl}methyl)benzamide). Isolated yield 87.5%. As a reaction SMILES: [C:1]([C:3]1[CH:4]=[C:5]([CH:38]([CH3:40])[CH3:39])[C:6]2[O:10][C:9]([C:11]3[CH:36]=[CH:35][C:14]([C:15]([NH:17][CH2:18][C:19]4([CH:32]([CH3:34])[CH3:33])[CH2:24][CH2:23][N:22]([C:25](OC(C)(C)C)=O)[CH2:21][CH2:20]4)=[O:16])=[CH:13][CH:12]=3)=[N:8][C:7]=2[CH:37]=1)#[N:2].FC(F)(F)C(O)=O.C(=O)([O-])[O-].[K+].[K+].ClC1[N:60]=[C:59]([C:61]([F:64])([F:63])[F:62])[CH:58]=[CH:57][N:56]=1>ClCCl.CO>[C:1]([C:3]1[CH:4]=[C:5]([CH:38]([CH3:39])[CH3:40])[C:6]2[O:10][C:9]([C:11]3[CH:36]=[CH:35][C:14]([C:15]([NH:17][CH2:18][C:19]4([CH:32]([CH3:33])[CH3:34])[CH2:24][CH2:23][N:22]([C:25]5[N:60]=[C:59]([C:61]([F:64])([F:63])[F:62])[CH:58]=[CH:57][N:56]=5)[CH2:21][CH2:20]4)=[O:16])=[CH:13][CH:12]=3)=[N:8][C:7]=2[CH:37]=1)#[N:2] |f:2.3.4|. Procedure: To a solution of tert-butyl 4-({[4-(5-cyano-7-isopropyl-1,3-benzoxazol-2-yl)benzoyl]amino}methyl)-4-isopropylpiperidine-1-carboxylate (35 mg, 0.064 mmol) in dichloromethane was added trifluoroacetic acid. The mixture was stirred overnight at room temperature and then concentrated in vacuo. To the residue were added of methanol (2 ml), potassium carbonate (45 mg, 0.326 mmol) and 2-chloro-4-(trifluoromethyl)pyrimidine (16 μl, 0.133 mmol). The mixture was heated to 50° C. and stirred at this temper... Product: O=[N+]([O-])c1cc(F)cc(F)c1. Reactants: Nc1c(F)cc(F)cc1[N+](=O)[O-], O=N[O-], [Na+]. Reaction SMILES: [F:1][c:2]1[c:3]([NH2:4])[c:5]([N+:10](=[O:11])[O-:12])[cH:6][c:7]([F:9])[cH:8]1.[N:13]([O-:14])=[O:15].[Na+:16]>>[F:1][c:2]1[cH:3][c:5]([N+:10](=[O:11])[O-:12])[cH:6][c:7]([F:9])[cH:8]1. Reactants: FC(OC1=C(C=C(C=C1)OC(F)F)[N+](=O)[O-])F (2.5-bis(difluoromethoxy)nitrobenzene), [H][H] (hydrogen). The reagents and catalysts are [Ni] (Raney-nickel). Run in O1CCOCC1 (dioxane). The product is FC(OC1=C(N)C=C(C=C1)OC(F)F)F (2.5-bis(difluoromethoxy) aniline). The yield is 98.9%. Reaction SMILES: [F:1][CH:2]([F:17])[O:3][C:4]1[CH:9]=[CH:8][C:7]([O:10][CH:11]([F:13])[F:12])=[CH:6][C:5]=1[N+:14]([O-])=O.[H][H]>[Ni].O1CCOCC1>[F:1][CH:2]([F:17])[O:3][C:4]1[CH:9]=[CH:8][C:7]([O:10][CH:11]([F:13])[F:12])=[CH:6][C:5]=1[NH2:14]. Procedure details: A mixture of 12.6 g of 2.5-bis(difluoromethoxy)nitrobenzene, 1.3 g of Raney-nickel catalyst and 130 ml of dioxane is agitated in a hydrogen atmosphere for 15 hours at a temperature of 20°-25° C. The hydrogen consumption is 3.34 liters. After removal of the catalyst the mixture is evaporated to dryness, yielding 11.0 g of crude 2.5-bis(difluoromethoxy) aniline in form of a yellow-brown oil.